From a dataset of the Open Reaction Database (ORD), a public repository of structured organic reaction records. describe an organic reaction: reactants, conditions, products, and yield The reactants are COC(CC1=C(N=C(S1)C)C(=O)N)OC (5-(2,2-Dimethoxy-ethyl)-2-methyl-thiazole-4-carboxylic acid amide), S(O)(O)(=O)=O (sulfuric acid). Solvent: O1CCOCC1 (dioxane). Reaction conditions: time 2 hour. The product is CC=1SC2=C(C(NC=C2)=O)N1 (2-Methyl-5H-thiazolo[4,5-c]pyridin-4-one), solid. Isolated yield 97.0%. RXN SMILES: CO[CH:3](OC)[CH2:4][C:5]1[S:9][C:8]([CH3:10])=[N:7][C:6]=1[C:11]([NH2:13])=[O:12].S(=O)(=O)(O)O>O1CCOCC1>[CH3:10][C:8]1[S:9][C:5]2[CH:4]=[CH:3][NH:13][C:11](=[O:12])[C:6]=2[N:7]=1. Procedure details: 5-(2,2-Dimethoxy-ethyl)-2-methyl-thiazole-4-carboxylic acid amide (1.0 g, 4.3 mmol) was dissolved in 35 ml dioxane and 0.3 ml conc. sulfuric acid was added. The reaction mixture was stirred for 2 hrs at room temperature. The white suspension was cooled to 0° C. and stirred for 10 min. The suspension was filtered and washed with cold dioxane. The solid was dried for 1 hour at 50° C. and <30 mbar. The desired product was obtained as a white solid (0.7 g, 97%), MS: m/e=167.1 (M+H+). The reactants are ClC1=NC=C(C(=N1)Cl)C(C)NC1=CC=C(C=C1)OC ((±)-[1-(2,4-dichloro-pyrimidin-5-yl)-ethyl]-(4-methoxy-phenyl)-amine), C[C@@H](C1=CC=CC=C1)N=C=O ((S)-(−)-α-methylbenzyl isocyanate). Run in C1(=CC=CC=C1)C (toluene). Run at temperature 100 celsius, time 16 hour. Yields the product ClC1=NC=C(C(=N1)Cl)C(C)N(C(=O)N[C@@H](C)C1=CC=CC=C1)C1=CC=C(C=C1)OC (1-[1-(2,4-dichloro-pyrimidin-5-yl)-ethyl]-1-(4-methoxy-phenyl)-3-[1-(S)-phenyl-ethyl]-urea). RXN SMILES: [Cl:1][C:2]1[N:7]=[C:6]([Cl:8])[C:5]([CH:9]([NH:11][C:12]2[CH:17]=[CH:16][C:15]([O:18][CH3:19])=[CH:14][CH:13]=2)[CH3:10])=[CH:4][N:3]=1.[CH3:20][C@H:21]([N:28]=[C:29]=[O:30])[C:22]1[CH:27]=[CH:26][CH:25]=[CH:24][CH:23]=1>C1(C)C=CC=CC=1>[Cl:1][C:2]1[N:7]=[C:6]([Cl:8])[C:5]([CH:9]([N:11]([C:12]2[CH:17]=[CH:16][C:15]([O:18][CH3:19])=[CH:14][CH:13]=2)[C:29]([NH:28][C@H:21]([C:22]2[CH:27]=[CH:26][CH:25]=[CH:24][CH:23]=2)[CH3:20])=[O:30])[CH3:10])=[CH:4][N:3]=1. Reported procedure: A mixture of [1-(2,4-dichloro-pyrimidin-5-yl)-ethyl]-(4-methoxy-phenyl)-amine (378 mg, 1.27 mmol) (from Example 1d supra) and (S)-(−)-α-methylbenzyl isocyanate (205 mg, 1.39 mmol) (Aldrich) in toluene (5 mL) was stirred at 100° C. for 16 hours. After cooling to room temperature the reaction mixture was purified by passing through silica gel and eluting with hexanes-ethyl acetate (1:1) to give 1-[1-(2,4-dichloro-pyrimidin-5-yl)-ethyl]-1-(4-methoxy-phenyl)-3-[1-(S)-phenyl-ethyl]-urea as two separa... Starting materials: BrC=1C(=C2C(=CN(C2=C(C1)F)C)C(C(=O)OC)C)OC (methyl 2-(5-bromo-7-fluoro-4-methoxy-1-methyl-1H-indol-3-yl)propanoate), [OH-].[K+] (KOH), Cl (HCl). The solvent is O (water). Run at time 1 hour. The product is BrC=1C(=C2C(=CN(C2=C(C1)F)C)C(C(=O)O)C)OC (2-(5-bromo-7-fluoro-4-methoxy-1-methyl-1H-indol-3-yl)propanoic acid). RXN SMILES: [Br:1][C:2]1[C:3]([O:19][CH3:20])=[C:4]2[C:8](=[C:9]([F:11])[CH:10]=1)[N:7]([CH3:12])[CH:6]=[C:5]2[CH:13]([CH3:18])[C:14]([O:16]C)=[O:15].[OH-].[K+].Cl>O>[Br:1][C:2]1[C:3]([O:19][CH3:20])=[C:4]2[C:8](=[C:9]([F:11])[CH:10]=1)[N:7]([CH3:12])[CH:6]=[C:5]2[CH:13]([CH3:18])[C:14]([OH:16])=[O:15] |f:1.2|. Procedure: To the solution of 9-2 (0.5 g, 1.5 mmol) in water (10 mL) was added 2N KOH (10 mL). The mixture was stirred at room temperature for 1 h. The mixture was neutralized with HCl to pH:5. The precipitate was filtered and dried. 9-3 (210 mg, crude) was obtained as a yellow solid. Reactants: CN1CCN(CC1)CC1=CC=C(C=C1)CN ((4-((4-methylpiperazin-1-yl)methyl)phenyl)methanamine), CCN(C(C)C)C(C)C (DIPEA), CNC(C1=NC=CC(=C1)OC1=CC2=C(N=C(S2)S(=O)C)C=C1)=O (N-methyl-4-(2-(methylsulfinyl)benzo[d]thiazol-6-yloxy)picolinamide). The solvent is CN1CCCC1=O (NMP). Conditions: temperature 80 celsius. Product: CNC(C1=NC=CC(=C1)OC1=CC2=C(N=C(S2)NCC2=CC=C(C=C2)CN2CCN(CC2)C)C=C1)=O (N-methyl-4-(2-(4-((4-methylpiperazin-1-yl)methyl)benzylamino)benzo[d]thiazol-6-yloxy)picolinamide). RXN SMILES: [CH3:1][NH:2][C:3](=[O:23])[C:4]1[CH:9]=[C:8]([O:10][C:11]2[CH:22]=[CH:21][C:14]3[N:15]=[C:16](S(C)=O)[S:17][C:13]=3[CH:12]=2)[CH:7]=[CH:6][N:5]=1.[CH3:24][N:25]1[CH2:30][CH2:29][N:28]([CH2:31][C:32]2[CH:37]=[CH:36][C:35]([CH2:38][NH2:39])=[CH:34][CH:33]=2)[CH2:27][CH2:26]1.CCN(C(C)C)C(C)C>CN1C(=O)CCC1>[CH3:1][NH:2][C:3](=[O:23])[C:4]1[CH:9]=[C:8]([O:10][C:11]2[CH:22]=[CH:21][C:14]3[N:15]=[C:16]([NH:39][CH2:38][C:35]4[CH:34]=[CH:33][C:32]([CH2:31][N:28]5[CH2:27][CH2:26][N:25]([CH3:24])[CH2:30][CH2:29]5)=[CH:37][CH:36]=4)[S:17][C:13]=3[CH:12]=2)[CH:7]=[CH:6][N:5]=1. Reported procedure: To the solution of N-methyl-4-(2-(methylsulfinyl)benzo[d]thiazol-6-yloxy)picolinamide (25 mg, 0.072 mmol, 1.0 eq) in 2 mL of NMP was added (4-((4-methylpiperazin-1-yl)methyl)phenyl)methanamine (23 mg, 0.108 mmol, 1.5 eq) and DIPEA (37 μL, 0.216 mmol, 3.0 eq) and reaction mixture heated at 80° C. in oil bath for 12 hours. Thereafter, the product was purified via reverse phase HPLC. LC/MS (m/z) [503.1] (MH+).